This data is from the Open Reaction Database (ORD), a public repository of structured organic reaction records. The task is: describe an organic reaction: reactants, conditions, products, and yield The reactants are O (water), [N+](=O)([O-])C1=CC=C(C=C1)N1CCC(CC1)=O (1-(4-nitrophenyl)-4-piperidone), C(CO)O (ethylene glycol), C1(=CC=C(C=C1)S(=O)(=O)O)C (p-toluenesulfonic acid). Run in C1(=CC=CC=C1)C (toluene). Product: [N+](=O)([O-])C1=CC=C(C=C1)N1CCC2(OCCO2)CC1 (8-(4-nitrophenyl)-1,4-dioxa-8-aza-spiro[4,5]decane). Isolated yield 67.3%. Reaction SMILES: [N+:1]([C:4]1[CH:9]=[CH:8][C:7]([N:10]2[CH2:15][CH2:14][C:13](=[O:16])[CH2:12][CH2:11]2)=[CH:6][CH:5]=1)([O-:3])=[O:2].[CH2:17](O)[CH2:18][OH:19].C1(C)C=CC(S(O)(=O)=O)=CC=1.O>C1(C)C=CC=CC=1>[N+:1]([C:4]1[CH:9]=[CH:8][C:7]([N:10]2[CH2:11][CH2:12][C:13]3([O:19][CH2:18][CH2:17][O:16]3)[CH2:14][CH2:15]2)=[CH:6][CH:5]=1)([O-:3])=[O:2]. Reported procedure: A mixture of 1-(4-nitrophenyl)-4-piperidone (0.6 g, 2.7 mmol), ethylene glycol (0.3 mL, 5.4 mmol) and p-toluenesulfonic acid (0.1 g in toluene (20 mL) was heated at reflux in a Dean-Stark apparatus until no more water accumulation occurred. The reaction was evaporated to dryness and the residue partitioned between ethyl acetate and water. The organic layer was separated and washed with water then brine and dried over sodium sulfate. Concentration under reduced pressure afforded 8-(4-nitrophenyl)... The reactants are FCC(C=CC)N1C(C=2C(C1=O)=CC=CC2)=O (1-fluoro-2-phthalimido-3-pentene), BrN1C(CCC1=O)=O (N-bromosuccinimide), C(C1=CC=CC=C1)(=O)OOC(C1=CC=CC=C1)=O (benzoyl peroxide). As a reaction SMILES: [F:1][CH2:2][CH:3]([N:7]1[C:11](=[O:12])[C:10]2=[CH:13][CH:14]=[CH:15][CH:16]=[C:9]2[C:8]1=[O:17])[CH:4]=[CH:5][CH3:6].[Br:18]N1C(=O)CCC1=O.C(OOC(=O)C1C=CC=CC=1)(=O)C1C=CC=CC=1>C(Cl)(Cl)(Cl)Cl>[F:1][CH2:2][CH:3]([N:7]1[C:8](=[O:17])[C:9]2=[CH:16][CH:15]=[CH:14][CH:13]=[C:10]2[C:11]1=[O:12])[CH:4]=[CH:5][CH2:6][Br:18]. The solvent is C(Cl)(Cl)(Cl)Cl (carbon tetrachloride). Procedure details: A mixture of 1-fluoro-2-phthalimido-3-pentene (800 mg, 3.4 mmoles) prepared as in Step C above, N-bromosuccinimide (612 mg. 3.4 mmoles), carbon tetrachloride (30 mL) and a few mg of benzoyl peroxide is heated under strong reflux during irradiation with a lamp (325 W) during one hour. After washing with water the organic phase is dried over magnesium sulfate and then concentrated under reduced pressure to yield 1-fluoro-2-phthalimido-5-bromo-3-pentene as a slightly yellow oil (1.06 g, quantitativ... The product is FCC(C=CCBr)N1C(C=2C(C1=O)=CC=CC2)=O (1-fluoro-2-phthalimido-5-bromo-3-pentene), oil. Reactants: [N+](=O)([O-])C1=CC=C(O1)C(=O)O (5-nitro-2-furoic acid), C(=O)(N1C=NC=C1)N1C=NC=C1 (1,1'-carbonyldiimidazole), O1CCCC1 (tetrahydrofuran), N1(N=CN=C1)CCCN (1H-1,2,4-triazole-1-propanamine). Solvent: O (water). Conditions: time 3 hour. Product: [N+](=O)([O-])C1=CC=C(O1)C(=O)NCCCN1N=CN=C1 (5-Nitro-N-[3-(1H-1,2,4-triazol-y)propyl]-2-furancarboxamide). Reaction SMILES: [N+:1]([C:4]1[O:8][C:7]([C:9]([OH:11])=O)=[CH:6][CH:5]=1)([O-:3])=[O:2].C(N1C=CN=C1)(N1C=CN=C1)=O.O1CCCC1.[N:29]1([CH2:34][CH2:35][CH2:36][NH2:37])[CH:33]=[N:32][CH:31]=[N:30]1>O>[N+:1]([C:4]1[O:8][C:7]([C:9]([NH:37][CH2:36][CH2:35][CH2:34][N:29]2[CH:33]=[N:32][CH:31]=[N:30]2)=[O:11])=[CH:6][CH:5]=1)([O-:3])=[O:2]. Procedure details: A mixture of about 4.71 g of 5-nitro-2-furoic acid, about 4.86 g of 1,1'-carbonyldiimidazole and about 100 ml of dry tetrahydrofuran was stirred in a 250 ml round bottom flask with a drying tube for about 3 hours. An approximately 4.0 g portion of 1H-1,2,4-triazole-1-propanamine was added and the mixture was stirred overnight at room temperature. The mixture was refluxed for about 3 hours, about 15 ml of water was added, refluxing continued for about 2 hours, then the mixture was concentrated to... Starting materials: C(C1=CC=CC=C1)OC1=C(CC=2C(NNC2C(C(F)(F)F)(F)F)=O)C=CC=C1 (4-(2-benzyloxybenzyl)-5-pentafluoroethyl-1,2-dihydropyrazol-3-one), CC(=O)OC[C@@H]1[C@H]([C@@H]([C@H]([C@H](O1)Br)OC(=O)C)OC(=O)C)OC(=O)C (acetobromo-α-D-glucose), C([O-])([O-])=O.[K+].[K+] (potassium carbonate). The solvent is C(C)#N (acetonitrile). Run at time 3 day. Product: C(C1=CC=CC=C1)OC1=C(CC=2C(=NNC2C(C(F)(F)F)(F)F)O[C@H]2[C@H](OC(C)=O)[C@@H](OC(C)=O)[C@H](OC(C)=O)[C@H](O2)COC(C)=O)C=CC=C1 (4-(2-benzyloxybenzyl)-5-pentafluoroethyl-3-(2,3,4,6-tetra-O-acetyl-β-D-glucopyranosyloxy)-1H-pyrazole). Reaction SMILES: [CH2:1]([O:8][C:9]1[CH:28]=[CH:27][CH:26]=[CH:25][C:10]=1[CH2:11][C:12]1[C:13](=[O:24])[NH:14][NH:15][C:16]=1[C:17]([F:23])([F:22])[C:18]([F:21])([F:20])[F:19])[C:2]1[CH:7]=[CH:6][CH:5]=[CH:4][CH:3]=1.[CH3:29][C:30]([O:32][CH2:33][C@H:34]1[O:39][C@H:38](Br)[C@H:37]([O:41][C:42]([CH3:44])=[O:43])[C@@H:36]([O:45][C:46]([CH3:48])=[O:47])[C@@H:35]1[O:49][C:50]([CH3:52])=[O:51])=[O:31].C(=O)([O-])[O-].[K+].[K+]>C(#N)C>[CH2:1]([O:8][C:9]1[CH:28]=[CH:27][CH:26]=[CH:25][C:10]=1[CH2:11][C:12]1[C:13]([O:24][C@@H:38]2[O:39][C@H:34]([CH2:33][O:32][C:30](=[O:31])[CH3:29])[C@@H:35]([O:49][C:50](=[O:51])[CH3:52])[C@H:36]([O:45][C:46](=[O:47])[CH3:48])[C@H:37]2[O:41][C:42](=[O:43])[CH3:44])=[N:14][NH:15][C:16]=1[C:17]([F:22])([F:23])[C:18]([F:19])([F:20])[F:21])[C:2]1[CH:7]=[CH:6][CH:5]=[CH:4][CH:3]=1 |f:2.3.4|. Procedure details: To a solution of 4-(2-benzyloxybenzyl)-5-pentafluoroethyl-1,2-dihydropyrazol-3-one (55 mg) and acetobromo-α-D-glucose (63 mg) in acetonitrile (2 mL) was added potassium carbonate (23 mg), and the mixture was stirred at room temperature for 3 days. The reaction mixture was purified by column chromatography on aminopropyl silica gel (eluent: ethyl acetate/hexane=1/1-ethyl acetate) to give 4-(2-benzyloxybenzyl)-5-pentafluoroethyl-3-(2,3,4,6-tetra-O-acetyl-β-D-glucopyranosyloxy)-1H-pyrazole. To a so... Isolated yield 33.0%. Reactants: C(=O)(O)[O-].[Na+] (NaHCO3), O=C1CCC(CC1)(C1=NC=CN=C1)CCC#N (3-(4-oxo-1-(pyrazin-2-yl)cyclohexyl)propanenitrile), C1(CC1)N (cyclopropylamine), [BH-](OC(=O)C)(OC(=O)C)OC(=O)C.[Na+] (NaBH(OAc)3). The product is C1[C@H]([C@@H]1N)C2=CC=CC=C2 (trans amine). Procedure: A solution of 3-(4-oxo-1-(pyrazin-2-yl)cyclohexyl)propanenitrile (610 mg, 2.7 mmol, 1.0 equiv) in acetonitrile (10 mL) was treated with cyclopropylamine (380 μL, 5.3 mmol, 2.0 equiv), acetic acid (0.1 mL) and NaBH(OAc)3 (1.1 g, 5.3 mmol, 2.0 equiv) successively. After being stirred at 25° C. for 12 h, the reaction mixture was carefully diluted (sat.NaHCO3) and extracted (10% MeOH/CH2Cl2). The organics were washed with brine, dried with Na2SO4 and concentrated under reduced pressure. Purification... The solvent is C(C)#N (acetonitrile), C(C)(=O)O (acetic acid). Reaction conditions: temperature 25 celsius, time 12 hour. RXN SMILES: O=[C:2]1[CH2:7][CH2:6][C:5]([CH2:14][CH2:15][C:16]#[N:17])(C2C=NC=CN=2)[CH2:4][CH2:3]1.C1(N)CC1.[BH-](OC(C)=O)(OC(C)=O)OC(C)=O.[Na+].C([O-])(O)=O.[Na+]>C(#N)C.C(O)(=O)C>[CH2:15]1[C@@H:16]([NH2:17])[C@@H:14]1[C:5]1[CH:4]=[CH:3][CH:2]=[CH:7][CH:6]=1 |f:2.3,4.5|. Starting materials: C(C1=CC=CC=C1)OC1=NC(=CC(=C1CN1C(C2=C(C(=CC(=C2CC1)Br)OC(C)C)Cl)=O)C)C (2-{[2-(benzyloxy)-4,6-dimethylpyridin-3-yl]methyl}-5-bromo-8-chloro-7-(propan-2-yloxy)-3,4-dihydroisoquinolin-1(2H)-one), CC1(OB(OC1(C)C)C=1C=CC(=NC1)N1CCN(CC1)C(=O)OC(C)(C)C)C (tert-butyl 4-[5-(4,4,5,5-tetramethyl-1,3,2-dioxaborolan-2-yl)pyridin-2-yl]piperazine-1-carboxylate), C(=O)([O-])[O-].[Na+].[Na+] (Na2CO3). The reagents and catalysts are C1=CC=C(C=C1)P(C2=CC=CC=C2)[C]3[CH][CH][CH][CH]3.C1=CC=C(C=C1)P(C2=CC=CC=C2)[C]3[CH][CH][CH][CH]3.Cl[Pd]Cl.[Fe].C(Cl)Cl (PdCl2(dPPf) DCM). Solvent: O1CCOCC1 (1,4-dioxane). Reaction conditions: temperature 120 celsius, time 30 minute. Yields the product C(C1=CC=CC=C1)OC1=NC(=CC(=C1CN1C(C2=C(C(=CC(=C2CC1)C=1C=CC(=NC1)N1CCN(CC1)C(=O)OC(C)(C)C)OC(C)C)Cl)=O)C)C (tert-butyl 4-{5-[2-{[2-(benzyloxy)-4,6-dimethylpyridin-3-yl]methyl}-8-chloro-1-oxo-7-(propan-2-yloxy)-1,2,3,4-tetrahydroisoquinolin-5-yl]pyridin-2-yl}piperazine-1-carboxylate). Isolated yield 57.6%. As a reaction SMILES: [CH2:1]([O:8][C:9]1[C:14]([CH2:15][N:16]2[CH2:25][CH2:24][C:23]3[C:18](=[C:19]([Cl:31])[C:20]([O:27][CH:28]([CH3:30])[CH3:29])=[CH:21][C:22]=3Br)[C:17]2=[O:32])=[C:13]([CH3:33])[CH:12]=[C:11]([CH3:34])[N:10]=1)[C:2]1[CH:7]=[CH:6][CH:5]=[CH:4][CH:3]=1.CC1(C)C(C)(C)OB([C:43]2[CH:44]=[CH:45][C:46]([N:49]3[CH2:54][CH2:53][N:52]([C:55]([O:57][C:58]([CH3:61])([CH3:60])[CH3:59])=[O:56])[CH2:51][CH2:50]3)=[N:47][CH:48]=2)O1.C([O-])([O-])=O.[Na+].[Na+]>C1C=CC(P([C]2[CH][CH][CH][CH]2)C2C=CC=CC=2)=CC=1.C1C=CC(P([C]2[CH][CH][CH][CH]2)C2C=CC=CC=2)=CC=1.Cl[Pd]Cl.[Fe].C(Cl)Cl.O1CCOCC1>[CH2:1]([O:8][C:9]1[C:14]([CH2:15][N:16]2[CH2:25][CH2:24][C:23]3[C:18](=[C:19]([Cl:31])[C:20]([O:27][CH:28]([CH3:30])[CH3:29])=[CH:21][C:22]=3[C:43]3[CH:44]=[CH:45][C:46]([N:49]4[CH2:54][CH2:53][N:52]([C:55]([O:57][C:58]([CH3:61])([CH3:60])[CH3:59])=[O:56])[CH2:51][CH2:50]4)=[N:47][CH:48]=3)[C:17]2=[O:32])=[C:13]([CH3:33])[CH:12]=[C:11]([CH3:34])[N:10]=1)[C:2]1[CH:7]=[CH:6][CH:5]=[CH:4][CH:3]=1 |f:2.3.4,5.6.7.8.9,^1:73,74,75,76,77,91,92,93,94,95|. Procedure details: A mixture of 2-{[2-(benzyloxy)-4,6-dimethylpyridin-3-yl]methyl}-5-bromo-8-chloro-7-(propan-2-yloxy)-3,4-dihydroisoquinolin-1(2H)-one (77e, 60 mg, 0.110 mmol), tert-butyl 4-[5-(4,4,5,5-tetramethyl-1,3,2-dioxaborolan-2-yl)pyridin-2-yl]piperazine-1-carboxylate (64 mg, 0.164 mmol), Na2CO3 (200 μL, 0.400 mmol, 2 M solution), PdCl2(dPPf)-DCM (9 mg, 0.011 mmol), and 1,4-dioxane (2 mL) was stirred at 120° C. in microwave for 30 minutes. After cooling to room temperature, the reaction mixture was partiti... Starting materials: C(C)(C)(C)O[C@H](C(=O)OCC)C=1C(=NC=2N(C1I)N=C(C2)C(=O)OCC)C ((S)-ethyl 6-(1-(tert-butoxy)-2-ethoxy-2-oxoethyl)-7-iodo-5-methylpyrazolo[1,5-a]pyrimidine-2-carboxylate), CC(C/C=C/B(O)O)C ((E)-(4-methylpent-1-en-1-yl)boronic acid), C(=O)([O-])[O-].[Na+].[Na+] (Na2CO3). Reagents/catalysts: C=1C=CC(=CC1)[P](C=2C=CC=CC2)(C=3C=CC=CC3)[Pd]([P](C=4C=CC=CC4)(C=5C=CC=CC5)C=6C=CC=CC6)([P](C=7C=CC=CC7)(C=8C=CC=CC8)C=9C=CC=CC9)[P](C=1C=CC=CC1)(C=1C=CC=CC1)C=1C=CC=CC1 (Tetrakis(triphenylphosphine)palladium(0)). The solvent is CN(C)C=O (DMF). Reaction conditions: temperature 100 celsius, time 5 minute. Product: C(C)(C)(C)O[C@H](C(=O)OCC)C=1C(=NC=2N(C1\C=C\CC(C)C)N=C(C2)C(=O)OCC)C ((S,E)-Ethyl 6-(1-(tert-butoxy)-2-ethoxy-2-oxoethyl)-5-methyl-7-(4-methylpent-1-en-1-yl)pyrazolo[1,5-a]pyrimidine-2-carboxylate). RXN SMILES: [C:1]([O:5][C@@H:6]([C:12]1[C:13]([CH3:27])=[N:14][C:15]2[N:16]([N:19]=[C:20]([C:22]([O:24][CH2:25][CH3:26])=[O:23])[CH:21]=2)[C:17]=1I)[C:7]([O:9][CH2:10][CH3:11])=[O:8])([CH3:4])([CH3:3])[CH3:2].[CH3:28][CH:29]([CH3:36])[CH2:30]/[CH:31]=[CH:32]/B(O)O.C([O-])([O-])=O.[Na+].[Na+]>CN(C=O)C.C1C=CC([P]([Pd]([P](C2C=CC=CC=2)(C2C=CC=CC=2)C2C=CC=CC=2)([P](C2C=CC=CC=2)(C2C=CC=CC=2)C2C=CC=CC=2)[P](C2C=CC=CC=2)(C2C=CC=CC=2)C2C=CC=CC=2)(C2C=CC=CC=2)C2C=CC=CC=2)=CC=1>[C:1]([O:5][C@@H:6]([C:12]1[C:13]([CH3:27])=[N:14][C:15]2[N:16]([N:19]=[C:20]([C:22]([O:24][CH2:25][CH3:26])=[O:23])[CH:21]=2)[C:17]=1/[CH:32]=[CH:31]/[CH2:30][CH:29]([CH3:36])[CH3:28])[C:7]([O:9][CH2:10][CH3:11])=[O:8])([CH3:4])([CH3:3])[CH3:2] |f:2.3.4,^1:51,53,72,91|. Procedure: A mixture of (S)-ethyl 6-(1-(tert-butoxy)-2-ethoxy-2-oxoethyl)-7-iodo-5-methylpyrazolo[1,5-a]pyrimidine-2-carboxylate (300 mg, 0.613 mmol), (E)-(4-methylpent-1-en-1-yl)boronic acid (94 mg, 0.736 mmol) and 2N Na2CO3 (0.613 mL, 1.226 mmol) in DMF (6 mL) was degassed for 15 min. Tetrakis(triphenylphosphine)palladium(0) (49.6 mg, 0.043 mmol) was then added and the degassing was continued for another 5 min. The mixture was then heated at 100° C. for 2 h. At this point LCMS indicated completion of rea... Starting materials: ClC1=C2C(=NN=C1C1=CC=CC=C1)NN=C2C2=CC=CC=C2 (4-chloro-3,5-diphenyl-1H-pyrazolo[3,4-c]pyridazine), O1C=NC(=C1)CO (oxazol-4-ylmethanol). Product: ClC1=C2C(=NN=C1C1=CC=CC=C1)N(N=C2C2=CC=CC=C2)CC=2N=COC2 (4-[(4-chloro-3,5-diphenyl-pyrazolo[3,4-c]pyridazin-1-yl)methyl]oxazole). Reaction SMILES: [Cl:1][C:2]1[C:7]([C:8]2[CH:13]=[CH:12][CH:11]=[CH:10][CH:9]=2)=[N:6][N:5]=[C:4]2[NH:14][N:15]=[C:16]([C:17]3[CH:22]=[CH:21][CH:20]=[CH:19][CH:18]=3)[C:3]=12.[O:23]1[CH:27]=[C:26]([CH2:28]O)[N:25]=[CH:24]1>>[Cl:1][C:2]1[C:7]([C:8]2[CH:9]=[CH:10][CH:11]=[CH:12][CH:13]=2)=[N:6][N:5]=[C:4]2[N:14]([CH2:28][C:26]3[N:25]=[CH:24][O:23][CH:27]=3)[N:15]=[C:16]([C:17]3[CH:18]=[CH:19][CH:20]=[CH:21][CH:22]=3)[C:3]=12. Reported procedure: Compound IIh was synthesized from 4-chloro-3,5-diphenyl-1H-pyrazolo[3,4-c]pyridazine and oxazol-4-ylmethanol following the general procedure for the Mitsunobu reaction as described above. Reactants: C(C)(C)(C)C1=CC=C(C=C1)C1=NC2=C(N1CCCOC)C=C(C=C2)OCCCCCC(=O)OC (2-(4-tert-Butyl-phenyl)-6-[(5-(methoxycarbonyl)pentyl)oxy]-1-(3-methoxy-propyl)-benzimidazole), COCCCN (3-methoxypropylamine). Yields the product C(C)(C)(C)C1=CC=C(C=C1)C1=NC2=C(N1CCCOC)C=C(C=C2)OCCCCCC(=O)NCCCOC (2-(4-tert-Butyl-phenyl)-1-(3-methoxy-propyl)-6-[(5-((3-methoxy-propyl)amino-carbonyl)-pentyl)oxy]-benzimidazole). As a reaction SMILES: [C:1]([C:5]1[CH:10]=[CH:9][C:8]([C:11]2[N:15]([CH2:16][CH2:17][CH2:18][O:19][CH3:20])[C:14]3[CH:21]=[C:22]([O:25][CH2:26][CH2:27][CH2:28][CH2:29][CH2:30][C:31](OC)=[O:32])[CH:23]=[CH:24][C:13]=3[N:12]=2)=[CH:7][CH:6]=1)([CH3:4])([CH3:3])[CH3:2].[CH3:35][O:36][CH2:37][CH2:38][CH2:39][NH2:40]>>[C:1]([C:5]1[CH:10]=[CH:9][C:8]([C:11]2[N:15]([CH2:16][CH2:17][CH2:18][O:19][CH3:20])[C:14]3[CH:21]=[C:22]([O:25][CH2:26][CH2:27][CH2:28][CH2:29][CH2:30][C:31]([NH:40][CH2:39][CH2:38][CH2:37][O:36][CH3:35])=[O:32])[CH:23]=[CH:24][C:13]=3[N:12]=2)=[CH:7][CH:6]=1)([CH3:4])([CH3:2])[CH3:3]. Reported procedure: 2-(4-tert-Butyl-phenyl)-6-[(5-(methoxycarbonyl)pentyl)oxy]-1-(3-methoxy-propyl)-benzimidazole is reacted with 3-methoxypropylamine according to general operating instructions 7. 2-(4-tert-Butyl-phenyl)-1-(3-methoxy-propyl)-6-[(5-((3-methoxy-propyl)amino-carbonyl)-pentyl)oxy]-benzimidazole is obtained as a yellow solid. Starting materials: BrC1=CC(=C(C=O)C=C1)C(=O)O (4- bromo -2- carboxybenzaldehyde). The solvent is C(C)O.O (EtOH-H2O). The product is BrC1=CC=C2C=C(OC(=O)C2=C1)C(=O)O (7- Bromoisocoumarin -3- carboxylic acid). As a reaction SMILES: [Br:1][C:2]1[CH:9]=[CH:8][C:5]([CH:6]=O)=[C:4]([C:10]([OH:12])=[O:11])[CH:3]=1>C(O)C.O>[Br:1][C:2]1[CH:3]=[C:4]2[C:5]([CH:6]=[C:4]([C:10]([OH:12])=[O:11])[O:12][C:10]2=[O:11])=[CH:8][CH:9]=1 |f:1.2|. Procedure details: 7- Bromoisocoumarin -3- carboxylic acid, mp. (EtOH-H2O) 320-4°, (Found: C, 44.72; H, 1.86; Br. 29.41. C10H5BrO4 requires C, 44.64; H, 1.87; Br. 29.70), was prepared from 4- bromo -2- carboxybenzaldehyde by an analgous procedure to that described in Example 1.